Dataset: the Open Reaction Database (ORD), a public repository of structured organic reaction records. Task: describe an organic reaction: reactants, conditions, products, and yield Reactants: CNc1ccccc1CSc1nc2c([nH]1)CCCC2, ClC(Cl)Cl, O=C(OO)c1cccc(Cl)c1. The product is CNc1ccccc1CS(=O)c1nc2c([nH]1)CCCC2. As a reaction SMILES: [CH3:1][NH:2][c:3]1[c:4]([CH2:5][S:6][c:7]2[n:8][c:9]3[c:10]([nH:11]2)[CH2:12][CH2:13][CH2:14][CH2:15]3)[cH:16][cH:17][cH:18][cH:19]1.[CH:31]([Cl:32])([Cl:33])[Cl:34].[Cl:20][c:21]1[cH:22][cH:23][cH:24][c:25]([C:26]([O:27][OH:29])=[O:28])[cH:30]1>>[CH3:1][NH:2][c:3]1[c:4]([CH2:5][S:6]([c:7]2[nH:8][c:9]3[c:10]([n:11]2)[CH2:12][CH2:13][CH2:14][CH2:15]3)=[O:28])[cH:16][cH:17][cH:18][cH:19]1. The reactants are [BH4-], CCOC(=O)C(C)(C)C(O[Si](C)(C)C(C)(C)C)C(C)NC(=O)OCc1ccccc1, C1CCOC1, [Ca+2], [Cl-], [Cl-], [Na+], O. Yields the product CC(NC(=O)OCc1ccccc1)C(O[Si](C)(C)C(C)(C)C)C(C)(C)CO. Reaction SMILES: [BH4-:34].[CH2:1]([c:2]1[cH:3][cH:4][cH:5][cH:6][cH:7]1)[O:8][C:9](=[O:10])[NH:11][CH:12]([CH:13]([C:14]([C:15](=[O:16])[O:17][CH2:18][CH3:19])([CH3:20])[CH3:21])[O:22][Si:23]([CH3:24])([CH3:25])[C:26]([CH3:27])([CH3:28])[CH3:29])[CH3:30].[CH2:37]1[O:38][CH2:39][CH2:40][CH2:41]1.[Ca+2:33].[Cl-:31].[Cl-:32].[Na+:35].[OH2:36]>>[CH2:1]([c:2]1[cH:3][cH:4][cH:5][cH:6][cH:7]1)[O:8][C:9](=[O:10])[NH:11][CH:12]([CH:13]([C:14]([CH2:15][OH:16])([CH3:20])[CH3:21])[O:22][Si:23]([CH3:24])([CH3:25])[C:26]([CH3:27])([CH3:28])[CH3:29])[CH3:30]. The reactants are C(C)C1=C(C(=CC(=C1)C)CC)C(C(=O)NN)=O (2-(2,6-diethyl-4-methylphenyl)-2-oxoacetohydrazide), C(C)=O (acetaldehyde). Solvent: CO (methanol). Run at time 1 hour. Yields the product C(C)=NNC(C(=O)C1=C(C=C(C=C1CC)C)CC)=O (2-ethylidene-1-[2-(2,6-diethyl-4-methylphenyl)-2-oxoacetyl]hydrazine). RXN SMILES: [CH2:1]([C:3]1[CH:8]=[C:7]([CH3:9])[CH:6]=[C:5]([CH2:10][CH3:11])[C:4]=1[C:12](=[O:17])[C:13]([NH:15][NH2:16])=[O:14])[CH3:2].[CH:18](=O)[CH3:19]>CO>[CH:18](=[N:16][NH:15][C:13](=[O:14])[C:12]([C:4]1[C:5]([CH2:10][CH3:11])=[CH:6][C:7]([CH3:9])=[CH:8][C:3]=1[CH2:1][CH3:2])=[O:17])[CH3:19]. Procedure details: To a 100 mL volume three-necked flask, 10.0 g of 2-(2,6-diethyl-4-methylphenyl)-2-oxoacetohydrazide ((12-1)-(11)-39), 38 ml of methanol and 4.79 ml of acetaldehyde were added and the mixture was stirred at room temperature for 1 hour. The reaction mixture was concentrated under reduced pressure, and the residue was washed with hexane and dried under reduced pressure to give 9.71 g of 2-ethylidene-1-[2-(2,6-diethyl-4-methylphenyl)-2-oxoacetyl]hydrazine ((40-a)-(14)-2) as a mixture (5:1) of geomet... The product is C(C)(C)N1C(N(C(CC1=O)=O)C(C)C)=O (1,3-Diisopropyl-2,4,6-(1H,3H,5H)-pyrimidinetrione), C1CCCCC1 (cyclohexane). Solvent: C(C)(=O)OC(C)=O (acetic anhydride). RXN SMILES: C(NC(N[CH:8]([CH3:10])[CH3:9])=O)(C)C.[C:11](O)(=O)[CH2:12][C:13](O)=O.[CH:18]([N:21]1[C:26](=[O:27])[CH2:25][C:24](=[O:28])[N:23]([CH:29]([CH3:31])[CH3:30])[C:22]1=[O:32])([CH3:20])[CH3:19]>C(OC(=O)C)(=O)C>[CH:29]([N:23]1[C:24](=[O:28])[CH2:25][C:26](=[O:27])[N:21]([CH:18]([CH3:20])[CH3:19])[C:22]1=[O:32])([CH3:31])[CH3:30].[CH2:9]1[CH2:8][CH2:10][CH2:13][CH2:12][CH2:11]1. The yield is 70.0%. Reactants: C(C)(C)NC(=O)NC(C)C (1,3-diisopropylurea), C(CC(=O)O)(=O)O (malonic acid), C(C)(C)N1C(N(C(CC1=O)=O)C(C)C)=O (1,3-Diisopropyl-2,4,6-(1H,3H,5H)-pyrimidinetrione). Procedure: 1,3-Diisopropyl-2,4,6-(1H,3H,5H)-pyrimidinetrione was prepared by the dropwise addition of acetic anhydride (40 ml) over three hours to a solution of 1,3-diisopropylurea (7.5 g, 0.05 mole) and malonic acid (5.2 g, 0.05 mole) at 65° C. After the addition was completed, the temperature was raised to 90° C. and maintained for three hours. The solvent was evaporated under reduced pressure and the residue solidified upon cooling. 1,3-Diisopropyl-2,4,6-(1H,3H,5H)-pyrimidinetrione recrystallized from c... Reaction conditions: temperature 90 celsius.